From a dataset of the Open Reaction Database (ORD), a public repository of structured organic reaction records. describe an organic reaction: reactants, conditions, products, and yield The reactants are CC(C)(C)Oc1ccc(CCCCI)cc1, [H-], [Na+], CN(C)C=O, O, OCCc1ncc[nH]1. Reaction SMILES: [C:11]([CH3:12])([CH3:13])([CH3:14])[O:15][c:16]1[cH:17][cH:18][c:19]([CH2:22][CH2:23][CH2:24][CH2:25][I:26])[cH:20][cH:21]1.[H-:1].[Na+:2].[O:28]=[CH:29][N:30]([CH3:31])[CH3:32].[OH2:27].[nH:3]1[c:4]([CH2:8][CH2:9][OH:10])[n:5][cH:6][cH:7]1>>[n:3]1([CH2:25][CH2:24][CH2:23][CH2:22][c:19]2[cH:18][cH:17][c:16]([O:15][C:11]([CH3:12])([CH3:13])[CH3:14])[cH:21][cH:20]2)[c:4]([CH2:8][CH2:9][OH:10])[n:5][cH:6][cH:7]1. Yields the product CC(C)(C)Oc1ccc(CCCCn2ccnc2CCO)cc1. Starting materials: [BH4-].[Na+] (sodium borohydride), CN1C(=NC=C1)C(=O)C1=CC(=CC=C1)C(F)(F)F (1-methyl-α-(3-trifluoromethylphenyl) -1H-imidazole-2-methanone), O (water). Run in CO (methanol). Conditions: time 30 minute. Product: CN1C(=NC=C1)C(O)C1=CC(=CC=C1)C(F)(F)F (1-methyl-α-(3-trifluoromethylphenyl)-1H-imidazole -2-methanol). As a reaction SMILES: [BH4-].[Na+].[CH3:3][N:4]1[CH:8]=[CH:7][N:6]=[C:5]1[C:9]([C:11]1[CH:16]=[CH:15][CH:14]=[C:13]([C:17]([F:20])([F:19])[F:18])[CH:12]=1)=[O:10].O>CO>[CH3:3][N:4]1[CH:8]=[CH:7][N:6]=[C:5]1[CH:9]([C:11]1[CH:16]=[CH:15][CH:14]=[C:13]([C:17]([F:19])([F:18])[F:20])[CH:12]=1)[OH:10] |f:0.1|. Reported procedure: 0.6 g of sodium borohydride is added to a solution of 3.6 g of 1-methyl-α-(3-trifluoromethylphenyl) -1H-imidazole-2-methanone in 25 ml of methanol. The mixture is stirred for 30 minutes and 150 ml of water are added. The precipitate obtained is filtered off and washed with water. It is recrystallized from an ethanol/water mixture.